Dataset: the Open Reaction Database (ORD), a public repository of structured organic reaction records. Task: describe an organic reaction: reactants, conditions, products, and yield The reactants are resultant mixture, C1(=CC=CC=C1)C=1C=CC=2NC3=CC=C(C=C3C2C1)C1=CC=CC=C1 (3,6-Diphenylcarbazole), BrC1=CC(=CC=C1)I (1-bromo-3-iodobenzene), C([O-])([O-])=O.[K+].[K+] (potassium carbonate). The reagents and catalysts are [Cu] (copper). Solvent: C(Cl)Cl (methylene chloride). Run at temperature 190 celsius. Product: BrC=1C=C(C=CC1)N1C2=CC=C(C=C2C=2C=C(C=CC12)C1=CC=CC=C1)C1=CC=CC=C1 (9-(3-bromophenyl)-3,6-diphenylcarbazole). Yield: 86.3%. RXN SMILES: [C:1]1([C:7]2[CH:8]=[CH:9][C:10]3[NH:11][C:12]4[C:17]([C:18]=3[CH:19]=2)=[CH:16][C:15]([C:20]2[CH:25]=[CH:24][CH:23]=[CH:22][CH:21]=2)=[CH:14][CH:13]=4)[CH:6]=[CH:5][CH:4]=[CH:3][CH:2]=1.[Br:26][C:27]1[CH:32]=[CH:31][CH:30]=[C:29](I)[CH:28]=1.C(=O)([O-])[O-].[K+].[K+]>C(Cl)Cl.[Cu]>[Br:26][C:27]1[CH:28]=[C:29]([N:11]2[C:12]3[CH:13]=[CH:14][C:15]([C:20]4[CH:21]=[CH:22][CH:23]=[CH:24][CH:25]=4)=[CH:16][C:17]=3[C:18]3[C:10]2=[CH:9][CH:8]=[C:7]([C:1]2[CH:6]=[CH:5][CH:4]=[CH:3][CH:2]=2)[CH:19]=3)[CH:30]=[CH:31][CH:32]=1 |f:2.3.4|. Procedure: 3,6-Diphenylcarbazole (2.80 g, 8.77 mmol), 1-bromo-3-iodobenzene (22.18 g, 87.7 mmol), copper powder (0.279 g) and potassium carbonate (4.85 g) were mixed together, and the mixture was heated in a nitrogen atmosphere at 190° C. for 9 hours. The resultant mixture was cooled to room temperature and diluted with methylene chloride, followed by washing with water and drying, to thereby obtain a pale brown liquid. Next, the obtained liquid is purified through silica gel column chromatography using a ...